From a dataset of the Open Reaction Database (ORD), a public repository of structured organic reaction records. describe an organic reaction: reactants, conditions, products, and yield Reactants: N1=C(C=CC=C1)C(C=O)C (2-(2-pyridyl)-propanaldehyde), C1(CCCCC1)C(C(CC=O)(C1=CC=CC=C1)C)=O (4-cyclohexyl-3-methyl-4-oxo-3-phenylbutyraldehyde). Product: C1(CCCCC1)C(C(CC=O)(C1=NC=CC=C1)C)=O (4-Cyclohexyl-3-methyl-4-oxo-3-(2-pyridyl)butyraldehyde). As a reaction SMILES: [N:1]1C=CC=CC=1C(C)C=O.[CH:11]1([C:17](=[O:29])[C:18]([CH3:28])([C:22]2C=[CH:26][CH:25]=[CH:24][CH:23]=2)[CH2:19][CH:20]=[O:21])[CH2:16][CH2:15][CH2:14][CH2:13][CH2:12]1>>[CH:11]1([C:17](=[O:29])[C:18]([CH3:28])([C:22]2[CH:23]=[CH:24][CH:25]=[CH:26][N:1]=2)[CH2:19][CH:20]=[O:21])[CH2:16][CH2:15][CH2:14][CH2:13][CH2:12]1. Procedure details: Scheme VI, steps A-D: 4-Cyclohexyl-3-methyl-4-oxo-3-(2-pyridyl)butyraldehyde is prepared from 2-(2-pyridyl)-propanaldehyde in a manner analogous to the procedure described in example 7 for the preparation of 4-cyclohexyl-3-methyl-4-oxo-3-phenylbutyraldehyde. Starting materials: B (borane), FC(C1(CC1)CC#N)(F)F (2-(1-(trifluoromethyl)cyclopropyl)acetonitrile), Cl (HCl). Run in C1CCOC1 (THF). Reaction conditions: temperature 70 celsius. Product: Cl.FC(C1(CC1)CCN)(F)F (2-(1-(trifluoromethyl)cyclopropyl)ethanamine hydrochloride). Yield: 40.0%. RXN SMILES: B.[F:2][C:3]([F:11])([F:10])[C:4]1([CH2:7][C:8]#[N:9])[CH2:6][CH2:5]1.[ClH:12]>C1COCC1>[ClH:12].[F:2][C:3]([F:11])([F:10])[C:4]1([CH2:7][CH2:8][NH2:9])[CH2:6][CH2:5]1 |f:4.5|. Procedure details: Add borane (10 M in dimethylsulfide, 3 mL, 30 mmol) to a solution of 2-(1-(trifluoromethyl)cyclopropyl)acetonitrile (2.2 g, 14.7 mmol) in THF (60 mL), under N2, and heat at 70° C. overnight. Cool to 0° C., add methanolic HCl drop-wise, concentrate to dryness, co-evaporate with MeOH, add EtOAc, collect the solids via filtration and dry to afford the title compound (1.1 g, 40%). 1H NMR (400 MHz, DMSO-d6): δ 8.05 (s, 3H), 2.87 (t, J=8.4 Hz, 2H), 1.90-1.86 (m, 2H), 0.96-0.93 (m, 2H), 0.82-0.81 (m, 2... Yield: 85.0%. Yields the product C1(CC1)CNC(C1=CN=C(C=C1)OCC=1C(=NOC1C)C1=NC=CC=C1)=O (N-Cyclopropylmethyl-6-(5-methyl-3-pyridin-2-yl-isoxazol-4-ylmethoxy)-nicotinamide). Procedure details: As described for example 272, 6-(5-methyl-3-pyridin-2-yl-isoxazol-4-ylmethoxy)-nicotinic acid methyl ester (97.6 mg, 0.3 mmol) was converted, using aminomethylcyclopropane instead of 4-aminotetrahydropyran, to the title compound (93 mg, 85%) which was obtained as an off white solid. MS: m/e=365.4 [M+H]+. Reaction SMILES: CO[C:3](=[O:24])[C:4]1[CH:9]=[CH:8][C:7]([O:10][CH2:11][C:12]2[C:13]([C:18]3[CH:23]=[CH:22][CH:21]=[CH:20][N:19]=3)=[N:14][O:15][C:16]=2[CH3:17])=[N:6][CH:5]=1.[NH2:25][CH2:26][CH:27]1[CH2:29][CH2:28]1>>[CH:27]1([CH2:26][NH:25][C:3](=[O:24])[C:4]2[CH:9]=[CH:8][C:7]([O:10][CH2:11][C:12]3[C:13]([C:18]4[CH:23]=[CH:22][CH:21]=[CH:20][N:19]=4)=[N:14][O:15][C:16]=3[CH3:17])=[N:6][CH:5]=2)[CH2:29][CH2:28]1. Starting materials: COC(C1=CN=C(C=C1)OCC=1C(=NOC1C)C1=NC=CC=C1)=O (6-(5-methyl-3-pyridin-2-yl-isoxazol-4-ylmethoxy)-nicotinic acid methyl ester), NCC1CC1 (aminomethylcyclopropane). Reactants: CN(C=O)C (dimethylformamide), OCCN(C1=C(C=C(C=C1[N+](=O)[O-])C(F)(F)F)[N+](=O)[O-])CC=C (N-hydroxyethyl-N-allyl-2,6-dinitro-4-trifluoromethylaniline), S(=O)(Cl)Cl (thionyl chloride). The solvent is C1=CC=CC=C1 (benzene). Conditions: time 2 hour. The product is ClCCN(C1=C(C=C(C=C1[N+](=O)[O-])C(F)(F)F)[N+](=O)[O-])CC=C (N-chloroethyl-N-allyl-2,6-dinitro-4-trifluoromethylaniline). As a reaction SMILES: O[CH2:2][CH2:3][N:4]([CH2:21][CH:22]=[CH2:23])[C:5]1[C:10]([N+:11]([O-:13])=[O:12])=[CH:9][C:8]([C:14]([F:17])([F:16])[F:15])=[CH:7][C:6]=1[N+:18]([O-:20])=[O:19].CN(C)C=O.S(Cl)([Cl:31])=O>C1C=CC=CC=1>[Cl:31][CH2:2][CH2:3][N:4]([CH2:21][CH:22]=[CH2:23])[C:5]1[C:10]([N+:11]([O-:13])=[O:12])=[CH:9][C:8]([C:14]([F:17])([F:16])[F:15])=[CH:7][C:6]=1[N+:18]([O-:20])=[O:19]. Reported procedure: 16.7 parts by weight of N-hydroxyethyl-N-allyl-2,6-dinitro-4-trifluoromethylaniline is dissolved in 50 parts by weight of benzene. After adding 1 part by weight of dimethylformamide and dripping in 30 parts by weight of thionyl chloride at room temperature the whole is boiled for two hours under reflux. The volatile constituents are distilled off from the reaction mixture at 20 mm Hg, the residue is taken up in ethyl acetate, the solution is washed with ice-water, then with 10% sodium bicarbonat...